Dataset: the Open Reaction Database (ORD), a public repository of structured organic reaction records. Task: describe an organic reaction: reactants, conditions, products, and yield Starting materials: C(C1=CC=CC=C1)OC(=O)CC[C@@H]1C(N[C@@H](C(N1)=O)CC1=CN(C2=CC=CC=C12)C)=O ((3R,6R)-3-(2-benzyloxycarbonylethyl)-6-(1-methylindol-3-ylmethyl)piperazine-2,5-dione). Run in C(C)O (ethanol). Product: C(=O)(O)CC[C@@H]1C(N[C@@H](C(N1)=O)CC1=CN(C2=CC=CC=C12)C)=O ((3R,6R)-3-(2-carboxyethyl)-6-(1-methylindol-3-ylmethyl)piperazine-2,5-dione). Isolated yield 49.2%. As a reaction SMILES: C([O:8][C:9]([CH2:11][CH2:12][C@H:13]1[NH:18][C:17](=[O:19])[C@@H:16]([CH2:20][C:21]2[C:29]3[C:24](=[CH:25][CH:26]=[CH:27][CH:28]=3)[N:23]([CH3:30])[CH:22]=2)[NH:15][C:14]1=[O:31])=[O:10])C1C=CC=CC=1>C(O)C>[C:9]([CH2:11][CH2:12][C@H:13]1[NH:18][C:17](=[O:19])[C@@H:16]([CH2:20][C:21]2[C:29]3[C:24](=[CH:25][CH:26]=[CH:27][CH:28]=3)[N:23]([CH3:30])[CH:22]=2)[NH:15][C:14]1=[O:31])([OH:10])=[O:8]. Procedure details: A solution of (3R,6R)-3-(2-benzyloxycarbonylethyl)-6-(1-methylindol-3-ylmethyl)piperazine-2,5-dione (1.50 g) in ethanol (300 ml) containing 10% paradium on charcoal (0.75 g) was hydrogenated at ambient temperature and atmospheric pressure. After catalyst was filtered off and solvent was evaporated, crude solid was recrystallized from ethanol and dried in vacuo to give (3R,6R)-3-(2-carboxyethyl)-6-(1-methylindol-3-ylmethyl)piperazine-2,5-dione (0.58 g). The reactants are FC=1C(=NC2=CC=CC(=C2N1)C1=CC=2C(NCCC2N1)=O)C (2-(3-fluoro-2-methylquinoxalin-5-yl)-6,7-dihydro-1H-pyrrolo[3,2-c]pyridin-4(5H)-one), N1=C(C=CC=C1)C(C)N (1-(2-pyridyl)ethylamine), CCN(C(C)C)C(C)C (DIEA). Solvent: CN1CCCC1=O (NMP). Run at temperature 150 celsius. Product: CC1=NC2=CC=CC(=C2N=C1NC(C)C1=NC=CC=C1)C1=CC=2C(NCCC2N1)=O (2-(2-methyl-3-((1-(pyridin-2-yl)ethyl)amino)quinoxalin-5-yl)-6,7-dihydro-1H-pyrrolo[3,2-c]pyridin-4(5H)-one). The yield is 44.6%. Reaction SMILES: F[C:2]1[C:3]([CH3:22])=[N:4][C:5]2[C:10]([N:11]=1)=[C:9]([C:12]1[NH:20][C:19]3[CH2:18][CH2:17][NH:16][C:15](=[O:21])[C:14]=3[CH:13]=1)[CH:8]=[CH:7][CH:6]=2.[N:23]1[CH:28]=[CH:27][CH:26]=[CH:25][C:24]=1[CH:29]([NH2:31])[CH3:30].CCN(C(C)C)C(C)C>CN1C(=O)CCC1>[CH3:22][C:3]1[C:2]([NH:31][CH:29]([C:24]2[CH:25]=[CH:26][CH:27]=[CH:28][N:23]=2)[CH3:30])=[N:11][C:10]2[C:5](=[CH:6][CH:7]=[CH:8][C:9]=2[C:12]2[NH:20][C:19]3[CH2:18][CH2:17][NH:16][C:15](=[O:21])[C:14]=3[CH:13]=2)[N:4]=1. Procedure: This compound (16 mg, 44% yield) as a yellow crystalline solid was prepared according the procedures described for Example 318, using 2-(3-fluoro-2-methylquinoxalin-5-yl)-6,7-dihydro-1H-pyrrolo[3,2-c]pyridin-4(5H)-one (126) (27 mg, 0.09 mmol), 1-(2-pyridyl)ethylamine (16.7 mg, 0.14 mmol) [Matrix Scientific, cat# 012223] and DIEA (24 μL, 0.13 mmol) in 2 mL of NMP (heated in a microwave at 150° C. for 30 min)1H NMR (400 MHz, DMSO-d6) δ ppm 12.08 (1H, br.), 8.51 (1H, d, J=4.5 Hz), 7.89 (1H, d, J=7....